Dataset: the Open Reaction Database (ORD), a public repository of structured organic reaction records. Task: describe an organic reaction: reactants, conditions, products, and yield Run in CO (CH3OH), CO (MeOH). Reported procedure: Methyl 4-amino7-(2-hydroxyethoxymethyl)pyrrolo[2,3-d]-pyrimidine-5-formimidate was prepared by first dissolving compound (17a) (0.5 g; 2.15 mmole) in dry MeOH (15 ML). A sodium methoxide (1 M) solution (5 mL) was added and the mixture was stirred at room temperature for 3 hours. This solution was adjusted to pH7 by adding small portions of Dowex 50 (H+ form, prewashed with dry CH3OH). The solution was then quickly filtered to remove the ion-exchange resin followed by concentration of the filtrat... Reaction conditions: time 3 hour. RXN SMILES: [NH2:1][C:2]1[C:3]2[C:10]([C:11]#[N:12])=[CH:9][N:8]([CH2:13][O:14][CH2:15][CH2:16][OH:17])[C:4]=2[N:5]=[CH:6][N:7]=1.[CH3:18][O-:19].[Na+]>CO>[NH2:1][C:2]1[C:3]2[C:10]([C:11](=[NH:12])[O:19][CH3:18])=[CH:9][N:8]([CH2:13][O:14][CH2:15][CH2:16][OH:17])[C:4]=2[N:5]=[CH:6][N:7]=1 |f:1.2|. Yields the product NC=1C2=C(N=CN1)N(C=C2C(OC)=N)COCCO (Methyl 4-amino7-(2-hydroxyethoxymethyl)pyrrolo[2,3-d]-pyrimidine-5-formimidate), nucleoside. Starting materials: C[O-].[Na+] (sodium methoxide), solution, NC=1C2=C(N=CN1)N(C=C2C#N)COCCO (4Amino-5-cyano-7-(2-hydroxyethoxymethyl)pyrrolo[2,3-d]-pyrimidine).